From a dataset of the Open Reaction Database (ORD), a public repository of structured organic reaction records. describe an organic reaction: reactants, conditions, products, and yield The reactants are OCCCCOCc1ccccc1, COC(=O)c1ccc(O)cc1, CCCCCC, C1CCOC1. The product is COC(=O)c1ccc(OCCCCOCc2ccccc2)cc1. Reaction SMILES: [CH2:12]([c:13]1[cH:14][cH:15][cH:16][cH:17][cH:18]1)[O:19][CH2:20][CH2:21][CH2:22][CH2:23][OH:24].[CH3:1][O:2][C:3]([c:4]1[cH:5][cH:6][c:7]([OH:10])[cH:8][cH:9]1)=[O:11].[CH3:30][CH2:31][CH2:32][CH2:33][CH2:34][CH3:35].[O:25]1[CH2:26][CH2:27][CH2:28][CH2:29]1>>[CH3:1][O:2][C:3]([c:4]1[cH:5][cH:6][c:7]([O:10][CH2:23][CH2:22][CH2:21][CH2:20][O:19][CH2:12][c:13]2[cH:14][cH:15][cH:16][cH:17][cH:18]2)[cH:8][cH:9]1)=[O:11]. Reactants: CC(C)(C)OC(=O)NCc1cc(N)ccc1-n1cccn1, O=C(N=C=S)c1ccccc1, CC(C)=O. The product is CC(C)(C)OC(=O)NCc1cc(NC(N)=S)ccc1-n1cccn1. Reaction SMILES: [C:1]([CH3:2])([CH3:3])([CH3:4])[O:5][C:6]([NH:7][CH2:8][c:9]1[c:10](-[n:16]2[n:17][cH:18][cH:19][cH:20]2)[cH:11][cH:12][c:13]([NH2:15])[cH:14]1)=[O:21].[C:22](=[O:23])([c:24]1[cH:25][cH:26][cH:27][cH:28][cH:29]1)[N:30]=[C:31]=[S:32].[CH3:33][C:34](=[O:35])[CH3:36]>>[C:1]([CH3:2])([CH3:3])([CH3:4])[O:5][C:6]([NH:7][CH2:8][c:9]1[c:10](-[n:16]2[n:17][cH:18][cH:19][cH:20]2)[cH:11][cH:12][c:13]([NH:15][C:31]([NH2:30])=[S:32])[cH:14]1)=[O:21]. Starting materials: FC1=CC=C(C(C2=CC=C(C=C2)F)=C2SCSCS2)C=C1 (2-(4,4'-difluorobenzhydrylidene)-1,3,5-trithiane), ClC1=CC(=CC=C1)C(=O)OO (m-chloroperbenzoic acid), ice water. Solvent: ClCCl (dichloromethane). Run at time 8 hour. The product is FC1=CC=C(C(C2=CC=C(C=C2)F)=C2SCS(CS2)=O)C=C1 (2-(4,4'-difluorobenzhydrylidene)-1,3,5-trithiane-5-oxide). Isolated yield 76.4%. Reaction SMILES: [F:1][C:2]1[CH:21]=[CH:20][C:5]([C:6](=[C:14]2[S:19][CH2:18][S:17][CH2:16][S:15]2)[C:7]2[CH:12]=[CH:11][C:10]([F:13])=[CH:9][CH:8]=2)=[CH:4][CH:3]=1.ClC1C=CC=C(C(OO)=[O:30])C=1>ClCCl>[F:13][C:10]1[CH:9]=[CH:8][C:7]([C:6](=[C:14]2[S:15][CH2:16][S:17](=[O:30])[CH2:18][S:19]2)[C:5]2[CH:20]=[CH:21][C:2]([F:1])=[CH:3][CH:4]=2)=[CH:12][CH:11]=1. Procedure: To a 30 ml of dichloromethane of 1.5 g of 2-(4,4'-difluorobenzhydrylidene)-1,3,5-trithiane was added 0.77 g of m-chloroperbenzoic acid in small portions at 0° C., and the resulting mixture was stirred overnight. After completion of the reaction, the reaction mixture was poured into ice-water and extracted with dichloromethane. Usual work up gave crude solid, which was purified by a silica gel column chromatography (chloroform:hexane=3:1) to obtain 1.2 g of white crystals. Reactants: O(C1=CC=CC=C1)CC(=O)O (phenoxyacetic acid), OC(C(=O)C1=CC=C(C=C1)SC)(C)C (2-hydroxy-2-methyl-1-(4-(methylthio)phenyl)propan-1-one). Yields the product O(C1=CC=CC=C1)C=1C(OC(C1C1=CC=C(C=C1)SC)(C)C)=O (3-Phenoxy-5,5-dimethyl-4-(4-(methylthio)phenyl)-5H-furan-2-one). Reaction SMILES: [O:1]([CH2:8][C:9]([OH:11])=[O:10])[C:2]1[CH:7]=[CH:6][CH:5]=[CH:4][CH:3]=1.O[C:13]([CH3:25])([CH3:24])[C:14]([C:16]1[CH:21]=[CH:20][C:19]([S:22][CH3:23])=[CH:18][CH:17]=1)=O>>[O:1]([C:8]1[C:9](=[O:11])[O:10][C:13]([CH3:25])([CH3:24])[C:14]=1[C:16]1[CH:21]=[CH:20][C:19]([S:22][CH3:23])=[CH:18][CH:17]=1)[C:2]1[CH:7]=[CH:6][CH:5]=[CH:4][CH:3]=1. Reported procedure: Following the procedure described for example 1, Step 4, the title compound was prepared from phenoxyacetic acid and 2-hydroxy-2-methyl-1-(4-(methylthio)phenyl)propan-1-one (example 1, Step 4). Reactants: c1ccc(COCn2cnnn2)cc1, CCOc1cc(C=Nc2ccc(C#N)cc2)c(F)c(OC(C)C)c1, C1CCOC1, [Li]CCCC. Product: CCOc1cc(CN(c2ccc(C#N)cc2)c2nnnn2COCc2ccccc2)c(F)c(OC(C)C)c1. RXN SMILES: [CH2:1]([c:2]1[cH:3][cH:4][cH:5][cH:6][cH:7]1)[O:8][CH2:9][n:10]1[n:11][n:12][n:13][cH:14]1.[CH2:20]([CH3:21])[O:22][c:23]1[cH:24][c:25]([O:40][CH:41]([CH3:42])[CH3:43])[c:26]([F:39])[c:27]([CH:28]=[N:29][c:30]2[cH:31][cH:32][c:33]([C:34]#[N:35])[cH:36][cH:37]2)[cH:38]1.[CH2:44]1[O:45][CH2:46][CH2:47][CH2:48]1.[CH3:15][CH2:16][CH2:17][CH2:18][Li:19]>>[CH2:1]([c:2]1[cH:3][cH:4][cH:5][cH:6][cH:7]1)[O:8][CH2:9][n:10]1[n:11][n:12][n:13][c:14]1[N:29]([CH2:28][c:27]1[c:26]([F:39])[c:25]([O:40][CH:41]([CH3:42])[CH3:43])[cH:24][c:23]([O:22][CH2:20][CH3:21])[cH:38]1)[c:30]1[cH:31][cH:32][c:33]([C:34]#[N:35])[cH:36][cH:37]1. Starting materials: [OH-].[Na+] (sodium hydroxide), Cl.NO (hydroxylamine hydrochloride), C(C(C)(C)C)(=O)CC#N (pivaloylacetonitrile). Reaction conditions: temperature 50 celsius, time 3 hour. Yields the product C(C)(C)(C)C1=NOC(=C1)N (3-t-butylisoxazol-5-amine). The yield is 75.8%. RXN SMILES: [OH-:1].[Na+].Cl.[NH2:4]O.[C:6]([CH2:12][C:13]#[N:14])(=O)[C:7]([CH3:10])([CH3:9])[CH3:8]>>[C:7]([C:6]1[CH:12]=[C:13]([NH2:14])[O:1][N:4]=1)([CH3:10])([CH3:9])[CH3:8] |f:0.1,2.3|. Procedure details: To an aqueous solution of sodium hydroxide solution (40.00 g, 1 mol, in 200 ml of water) was added hydroxylamine hydrochloride (24.00 g, 346 mmol) and pivaloylacetonitrile (40.00 g, 320 mmol). The resulting solution was stirred at 50° C. for 3 hrs. The reaction mixture cooled and the resultant white crystalline solid filtered, washed with water and dried to provide 3-t-butylisoxazol-5-amine as a white crystalline solid (34 g, yield 76% yield). 1H NMR (DMSO-d6) δ 6.41 (brs, 2H), 4.85 (s, 1H), 1.1... Starting materials: BrC1=CC=C(C=C1)OC1=CN=CN1CC1=CC=C(C=C1)N1C(C=CC=C1)=O (1-{4-[5-(4-bromophenyloxy)imidazol-1-ylmethyl]-phenyl}-1H-pyridin-2-one), CN(C)C=O (DMF), CN(C)C=O (DMF), resultant mixture. The reagents and catalysts are [C-]#N.[Zn+2].[C-]#N (zinc cyanide), C=1C=CC(=CC1)[P](C=2C=CC=CC2)(C=3C=CC=CC3)[Pd]([P](C=4C=CC=CC4)(C=5C=CC=CC5)C=6C=CC=CC6)([P](C=7C=CC=CC7)(C=8C=CC=CC8)C=9C=CC=CC9)[P](C=1C=CC=CC1)(C=1C=CC=CC1)C=1C=CC=CC1 (tetrakis(triphenylphosphine)palladium(0)). Product: C(#N)C1=CC=C(C=C1)OC1=CN=CN1CC1=CC=C(C=C1)N1C(C=CC=C1)=O (1-{4-[5-(4-Cyanophenyloxy)imidazol-1-ylmethyl]phenyl}-1H-pyridin-2-one). As a reaction SMILES: Br[C:2]1[CH:7]=[CH:6][C:5]([O:8][C:9]2[N:13]([CH2:14][C:15]3[CH:20]=[CH:19][C:18]([N:21]4[CH:26]=[CH:25][CH:24]=[CH:23][C:22]4=[O:27])=[CH:17][CH:16]=3)[CH:12]=[N:11][CH:10]=2)=[CH:4][CH:3]=1.[CH3:28][N:29](C=O)C>[C-]#N.[Zn+2].[C-]#N.C1C=CC([P]([Pd]([P](C2C=CC=CC=2)(C2C=CC=CC=2)C2C=CC=CC=2)([P](C2C=CC=CC=2)(C2C=CC=CC=2)C2C=CC=CC=2)[P](C2C=CC=CC=2)(C2C=CC=CC=2)C2C=CC=CC=2)(C2C=CC=CC=2)C2C=CC=CC=2)=CC=1>[C:28]([C:2]1[CH:7]=[CH:6][C:5]([O:8][C:9]2[N:13]([CH2:14][C:15]3[CH:20]=[CH:19][C:18]([N:21]4[CH:26]=[CH:25][CH:24]=[CH:23][C:22]4=[O:27])=[CH:17][CH:16]=3)[CH:12]=[N:11][CH:10]=2)=[CH:4][CH:3]=1)#[N:29] |f:2.3.4,^1:41,43,62,81|. Procedure details: A mixture of 1-{4-[5-(4-bromophenyloxy)imidazol-1-ylmethyl]-phenyl}-1H-pyridin-2-one (145 mg, 0.35 mmol) and zinc cyanide (24 mg, 0.2 mmol) in DMF (3 mL) was purged with argon for 10 min. A solution of tetrakis(triphenylphosphine)palladium(0) (40 mg, 35 μmol) in DMF (1 mL) was added. The resultant mixture was stirred under argon at 80° C. overnight, and concentrated under vacuum. The residue was subjected to column chromatography on silica gel eluting with 1:1 v/v 5% methanol in chloroform and c...